From a dataset of the Open Reaction Database (ORD), a public repository of structured organic reaction records. describe an organic reaction: reactants, conditions, products, and yield Starting materials: C(P(OCC=C)(OCC=C)=O)P(OCC=C)(OCC=C)=O (Tetraallyl Methylenebisphosphonate), [H-].[Na+] (NaH), CN(C)C=O (DMF), O-(diphenylphophinyl)hydroxylamine, C(Cl)Cl (CH2Cl2). The solvent is C1CCOC1 (THF). Conditions: time 45 minute. The product is NC(P(OCC=C)(OCC=C)=O)P(OCC=C)(OCC=C)=O (Tetraallyl 1-aminomethylenebisphosphonate). The yield is 59.0%. RXN SMILES: [CH2:1]([P:12](=[O:21])([O:17][CH2:18][CH:19]=[CH2:20])[O:13][CH2:14][CH:15]=[CH2:16])[P:2](=[O:11])([O:7][CH2:8][CH:9]=[CH2:10])[O:3][CH2:4][CH:5]=[CH2:6].[H-].[Na+].C(Cl)Cl.C[N:28](C=O)C>C1COCC1>[NH2:28][CH:1]([P:2](=[O:11])([O:7][CH2:8][CH:9]=[CH2:10])[O:3][CH2:4][CH:5]=[CH2:6])[P:12](=[O:21])([O:13][CH2:14][CH:15]=[CH2:16])[O:17][CH2:18][CH:19]=[CH2:20] |f:1.2|. Reported procedure: To a solution of bisphosphonate 23 (2.0 g, 5.95 mmol) in DMF (6 mL) was added NaH (60% dispersion in mineral oil, 254 mg, 6.35 mmol) portionwise. The solution was stirred for 45 min at room temperature and added to a solution of O-(diphenylphophinyl)hydroxylamine (1.35 g, 5.77 mmol) in THF (40 mL), cooled in a dry ice/acetone bath. The resulting mixture was stirred for 10 min at the same temperature then 18 h at room temperature. CH2Cl2 (40 mL) was added, the solids were removed by filtration an...